From a dataset of the Open Reaction Database (ORD), a public repository of structured organic reaction records. describe an organic reaction: reactants, conditions, products, and yield Starting materials: [C]=O (carbon monoxide), CC=1C=CC=CC1C (o-Xylene), C(C)(C)(C)OOC(C)(C)C (di-tert-butyl peroxide), Pd(Xantphos)Cl2, [C]=O (carbon monoxide), C(C)O (ethanol). Run at temperature 120 celsius, time 16 hour. Yields the product CC1=C(C=CC=C1)CC(=O)OCC (ethyl o-methylphenylacetate). Yield: 91.0%. As a reaction SMILES: [CH3:1][C:2]1[CH:3]=[CH:4][CH:5]=[CH:6][C:7]=1[CH3:8].C(O[O:14][C:15]([CH3:18])(C)C)(C)(C)C.[C]=O.[CH2:21]([OH:23])C>>[CH3:1][C:2]1[CH:3]=[CH:4][CH:5]=[CH:6][C:7]=1[CH2:8][C:21]([O:14][CH2:15][CH3:18])=[O:23] |^3:18|. Reported procedure: o-Xylene (1.59 g), ethanol (46 mg), di-tert-butyl peroxide (73 mg, 1 equivalent), and Pd(Xantphos)Cl2 (3.8 mg, 1 mol %) were added into a reaction kettle, into which 10 atm carbon monoxide was introduced. The reaction was heated to 120° C., and stirred at this constant temperature for 16 h. After the reaction was completed, carbon monoxide was discharged, and 81 mg ethyl o-methylphenylacetate was obtained by column chromatography, in a yield of 91%. 1HNMR (400 MHz, CDCl3) δ 1.23 (t, J=7.2 Hz, 3H... Reactants: ClCCl, COC(=O)c1c[nH]c2c1-c1ncccc1CN(Cc1ccccc1)C2, C[Al](C)C, Nc1ccccn1. Yields the product O=C(Nc1ccccn1)c1c[nH]c2c1-c1ncccc1CN(Cc1ccccc1)C2. RXN SMILES: [CH2:37]([Cl:38])[Cl:39].[CH3:12][O:13][C:14](=[O:15])[c:16]1[cH:17][nH:18][c:19]2[c:25]1-[c:24]1[c:23]([cH:29][cH:28][cH:27][n:26]1)[CH2:22][N:21]([CH2:30][c:31]1[cH:32][cH:33][cH:34][cH:35][cH:36]1)[CH2:20]2.[CH3:8][Al:9]([CH3:10])[CH3:11].[NH2:1][c:2]1[n:3][cH:4][cH:5][cH:6][cH:7]1>>[NH:1]([c:2]1[n:3][cH:4][cH:5][cH:6][cH:7]1)[C:14](=[O:13])[c:16]1[cH:17][nH:18][c:19]2[c:25]1-[c:24]1[c:23]([cH:29][cH:28][cH:27][n:26]1)[CH2:22][N:21]([CH2:30][c:31]1[cH:32][cH:33][cH:34][cH:35][cH:36]1)[CH2:20]2. Reactants: CN (methyl amine), C(C)(=O)OCC (ethyl acetate), COC1=C(C=CC(=C1)OC)CC(=O)O ((2,4-dimethoxyphenyl)acetic acid), C1=CN(C=N1)C(=O)N2C=CN=C2 (N,N-carbonyldiimidazole). The solvent is CN(C)C=O (DMF), O (H2O). Conditions: time 45 minute. Yields the product COC1=C(C=CC(=C1)OC)CC(=O)NC (2-(2,4-Dimethoxyphenyl)-N-methylacetamide). Isolated yield 73.3%. RXN SMILES: [CH3:1][O:2][C:3]1[CH:8]=[C:7]([O:9][CH3:10])[CH:6]=[CH:5][C:4]=1[CH2:11][C:12]([OH:14])=O.C1N=C[N:17](C(N2C=NC=C2)=O)[CH:16]=1.CN.C(OCC)(=O)C>CN(C=O)C.O>[CH3:1][O:2][C:3]1[CH:8]=[C:7]([O:9][CH3:10])[CH:6]=[CH:5][C:4]=1[CH2:11][C:12]([NH:17][CH3:16])=[O:14]. Reported procedure: A mixture of (2,4-dimethoxyphenyl)acetic acid (577 mg, 3.0 mmol) and N,N-carbonyldiimidazole (608 mg, 3.75 mmol) in DMF (10 mL) was stirred at room temperature for 45 min, aqueous 40% methyl amine (4.5 mL) was added and the reaction mixture was stirred at room temperature over the week-end. The reaction mixture was is partitoned between ethyl acetate and H2O. The organic layer was dried over Na2SO4, filtered and concentrated. The residue was purified by silica gel flash chromatography (0-80% eth... The product is Cl\C=C\C(CCCC(C)=O)=O (1-chloro-3,7-diketo-1E-octene). Procedure details: Acetylene was passed through 69 ml of carbon tetrachloride contained in a 250 ml three-necked, round-bottomed flask equipped with a gas inlet tube, mechanical stirring, addition funnel and reflux condenser for 5 minutes. Alternately, dichloromethane can also be used as a solvent. The solvent was cooled to 0° C., 7.19 g of aluminum chloride added and acetylene passed through the slurry for an additional 5 minutes. A solution of 5.70 g of 5-ketohexanoylchloride in 6.5 ml of carbon tetrachloride wa... The solvent is C(Cl)(Cl)(Cl)Cl (carbon tetrachloride), C(Cl)(Cl)(Cl)Cl (carbon tetrachloride). Starting materials: C#C (Acetylene), C#C (acetylene), O=C(CCCC(=O)Cl)C (5-ketohexanoylchloride), ice brine, ClCCl (dichloromethane), [Cl-].[Al+3].[Cl-].[Cl-] (aluminum chloride), C#C (Acetylene). Reaction SMILES: [CH:1]#C.Cl[CH2:4][Cl:5].[Cl-].[Al+3].[Cl-].[Cl-].[O:10]=[C:11]([CH3:18])[CH2:12][CH2:13][CH2:14][C:15](Cl)=[O:16]>C(Cl)(Cl)(Cl)Cl>[Cl:5]/[CH:4]=[CH:1]/[C:15](=[O:16])[CH2:14][CH2:13][CH2:12][C:11](=[O:10])[CH3:18] |f:2.3.4.5|. Run at temperature 0 celsius.